This data is from the Open Reaction Database (ORD), a public repository of structured organic reaction records. The task is: describe an organic reaction: reactants, conditions, products, and yield Starting materials: N[C@H]1[C@H]([C@@H](O[C@@H]1C(=O)O)N1C2=NC=NC(=C2N=C1)NC(C1=CC=CC=C1)=O)O (3-amino-1-(6-benzoylamino-9H-purin-9-yl)-1,3-dideoxy-β-D-ribofuranuronic acid), N-hydroxysuccinimide ester, C(C1=CC=CC=C1)OC(=O)NCC(=O)N[C@@H](CC1=CC=C(C=C1)OC)C(=O)O (N-(N-benzyloxycarbonylglycyl)-O-methyl-L-tyrosine). The product is C(C1=CC=CC=C1)(=O)NC1=C2N=CN(C2=NC=N1)[C@H]1[C@H](O)[C@@H]([C@H](O1)C(=O)O)NC([C@@H](NC(CNC(=O)OCC1=CC=CC=C1)=O)CC1=CC=C(C=C1)OC)=O (1-(6-Benzoylamino-9H-purin-9-yl)-3-[N-(N-benzyloxycarbonylglycyl)-O-methyl-L-tyrosylamino]-1,3-dideoxy-β-D-ribofuranuronic acid). Isolated yield 93.6%. Reaction SMILES: [NH2:1][C@@H:2]1[C@@H:6]([C:7]([OH:9])=[O:8])[O:5][C@@H:4]([N:10]2[CH:18]=[N:17][C:16]3[C:11]2=[N:12][CH:13]=[N:14][C:15]=3[NH:19][C:20](=[O:27])[C:21]2[CH:26]=[CH:25][CH:24]=[CH:23][CH:22]=2)[C@@H:3]1[OH:28].[CH2:29]([O:36][C:37]([NH:39][CH2:40][C:41]([NH:43][C@H:44]([C:54](O)=[O:55])[CH2:45][C:46]1[CH:51]=[CH:50][C:49]([O:52][CH3:53])=[CH:48][CH:47]=1)=[O:42])=[O:38])[C:30]1[CH:35]=[CH:34][CH:33]=[CH:32][CH:31]=1>>[C:20]([NH:19][C:15]1[N:14]=[CH:13][N:12]=[C:11]2[C:16]=1[N:17]=[CH:18][N:10]2[C@@H:4]1[O:5][C@H:6]([C:7]([OH:9])=[O:8])[C@@H:2]([NH:1][C:54](=[O:55])[C@H:44]([CH2:45][C:46]2[CH:47]=[CH:48][C:49]([O:52][CH3:53])=[CH:50][CH:51]=2)[NH:43][C:41](=[O:42])[CH2:40][NH:39][C:37]([O:36][CH2:29][C:30]2[CH:35]=[CH:34][CH:33]=[CH:32][CH:31]=2)=[O:38])[C@H:3]1[OH:28])(=[O:27])[C:21]1[CH:26]=[CH:25][CH:24]=[CH:23][CH:22]=1. Procedure details: 1-(6-Benzoylamino-9H-purin-9-yl)-3-[N-(N-benzyloxycarbonylglycyl)-O-methyl-L-tyrosylamino]-1,3-dideoxy-β-D-ribofuranuronic acid (550 mg) was prepared by reacting 1-(6-benzoylamino-9H-purin-9-yl)-1,3-dideoxy-3-amino-β-D-ribofuranuronic acid (300 mg) prepared in Example 1 with N-hydroxysuccinimide ester of N-(N-benzyloxycarbonylglycyl)-O-methyl-L-tyrosine (415 mg) according to a similar manner to that of Example 5, mp. 78°-84° C.